Dataset: the Open Reaction Database (ORD), a public repository of structured organic reaction records. Task: describe an organic reaction: reactants, conditions, products, and yield Reactants: O (water), OC=1C=C(C=CC1OC)C=1OC=C(N1)CCC(=O)C1=NC=CC=C1C (3-[2-(3-hydroxy-4-methoxy phenyl)oxazol-4-yl]-1-(3-methylpyridin-2-yl)propan-1-one), N12CCCCCC2=NCCC1 (1,8-diazabicyclo[5,4,0]undec-7-ene), C(C=C)Br (allyl bromide). Solvent: C(C)(=O)OCC (ethyl acetate), C(C)O (ethanol). Product: C(C=C)OC=1C=C(C=CC1OC)C=1OC=C(N1)CCC(=O)C1=NC=CC=C1C (3-[2-(3-allyloxy-4-methoxyphenyl)oxazol-4-yl]-1-(3-methylpyridin-2-yl)propan-1-one). As a reaction SMILES: [OH:1][C:2]1[CH:3]=[C:4]([C:10]2[O:11][CH:12]=[C:13]([CH2:15][CH2:16][C:17]([C:19]3[C:24]([CH3:25])=[CH:23][CH:22]=[CH:21][N:20]=3)=[O:18])[N:14]=2)[CH:5]=[CH:6][C:7]=1[O:8][CH3:9].N12CCCN=C1CC[CH2:29][CH2:28][CH2:27]2.C(Br)C=C.O>C(O)C.C(OCC)(=O)C>[CH2:29]([O:1][C:2]1[CH:3]=[C:4]([C:10]2[O:11][CH:12]=[C:13]([CH2:15][CH2:16][C:17]([C:19]3[C:24]([CH3:25])=[CH:23][CH:22]=[CH:21][N:20]=3)=[O:18])[N:14]=2)[CH:5]=[CH:6][C:7]=1[O:8][CH3:9])[CH:28]=[CH2:27]. Procedure details: A 0.3 g quantity of 3-[2-(3-hydroxy-4-methoxyphenyl)oxazol-4-yl]-1-(3-methylpyridin-2-yl)propan-1-one obtained in Example 136 and 0.3 ml of 1,8-diazabicyclo[5,4,0]undec-7-ene were dissolved in 6 ml of ethanol, 0.22 g of allyl bromide was added thereto, and the mixture was heated and refluxed for 4 hours. After standing to cool, water was added to the reaction mixture, and ethyl acetate extraction was performed. The extract was washed twice with water, the organic layer was then concentrated unde... Starting materials: [H-].[Al+3].[Li+].[H-].[H-].[H-] (lithium aluminum hydride), C(C)(=O)OCC (ethyl acetate), FC1=C(C=CC=C1)CCC(=O)OC (Methyl 3-(2-fluorophenyl)propanoate), compound, saturated aqueous solution, [Cl-].[NH4+] (ammonium chloride). Solvent: C1CCOC1 (THF), C1CCOC1 (THF). Conditions: time 1 hour. The product is FC1=C(C=CC=C1)CCCO (3-(2-Fluorophenyl)propanol). RXN SMILES: [H-].[Al+3].[Li+].[H-].[H-].[H-].[F:7][C:8]1[CH:13]=[CH:12][CH:11]=[CH:10][C:9]=1[CH2:14][CH2:15][C:16](OC)=[O:17].C(OCC)(=O)C.[Cl-].[NH4+]>C1COCC1>[F:7][C:8]1[CH:13]=[CH:12][CH:11]=[CH:10][C:9]=1[CH2:14][CH2:15][CH2:16][OH:17] |f:0.1.2.3.4.5,8.9|. Reported procedure: 2.2 gm of lithium aluminum hydride was suspended in 110 ml of dried THF and stirred for 1 hour at room temperature. To the suspension was slowly added over 15 minutes a solution of 5 gm of the compound prepared in (2) above in 50 ml of THF. The mixture was stirred for 12 hours at room temperature, and after the addition of 20 ml of ethyl acetate, for a further 3 hours. Then, 5 ml of saturated aqueous solution of ammonium chloride was added to the mixture, followed by further stirring for 30 minu... Reactants: COC(=O)C1CCC(NC(=O)N2CC(CN(C(=O)OC(C)(C)C)C(C)c3cccc4ccccc34)C(c3ccccc3)C2)CC1, CO, [Na+], [OH-]. The product is CC(c1cccc2ccccc12)N(CC1CN(C(=O)NC2CCC(C(=O)O)CC2)CC1c1ccccc1)C(=O)OC(C)(C)C. Reaction SMILES: [C:1]([CH3:2])([CH3:3])([CH3:4])[O:5][C:6](=[O:7])[N:8]([CH:9]([CH3:10])[c:11]1[cH:12][cH:13][cH:14][c:15]2[cH:16][cH:17][cH:18][cH:19][c:20]12)[CH2:21][CH:22]1[CH2:23][N:24]([C:33](=[O:34])[NH:35][CH:36]2[CH2:37][CH2:38][CH:39]([C:42](=[O:43])[O:44][CH3:45])[CH2:40][CH2:41]2)[CH2:25][CH:26]1[c:27]1[cH:28][cH:29][cH:30][cH:31][cH:32]1.[CH3:48][OH:49].[Na+:47].[OH-:46]>>[C:1]([CH3:2])([CH3:3])([CH3:4])[O:5][C:6](=[O:7])[N:8]([CH:9]([CH3:10])[c:11]1[cH:12][cH:13][cH:14][c:15]2[cH:16][cH:17][cH:18][cH:19][c:20]12)[CH2:21][CH:22]1[CH2:23][N:24]([C:33](=[O:34])[NH:35][CH:36]2[CH2:37][CH2:38][CH:39]([C:42](=[O:43])[OH:44])[CH2:40][CH2:41]2)[CH2:25][CH:26]1[c:27]1[cH:28][cH:29][cH:30][cH:31][cH:32]1. The reactants are CCO, [Cl-], [Fe], [NH4+], O=[N+]([O-])c1ccc(Oc2ccnc3cc(-c4ccc(C5OCCCO5)cn4)sc23)c(F)c1, O. The product is Nc1ccc(Oc2ccnc3cc(-c4ccc(C5OCCCO5)cn4)sc23)c(F)c1. Reaction SMILES: [CH3:35][CH2:36][OH:37].[Cl-:33].[Fe:39].[NH4+:34].[O:1]1[CH:2]([c:7]2[cH:8][cH:9][c:10](-[c:13]3[cH:14][c:15]4[n:16][cH:17][cH:18][c:19]([O:22][c:23]5[c:24]([F:32])[cH:25][c:26]([N+:29]([O-:30])=[O:31])[cH:27][cH:28]5)[c:20]4[s:21]3)[n:11][cH:12]2)[O:3][CH2:4][CH2:5][CH2:6]1.[OH2:38]>>[O:1]1[CH:2]([c:7]2[cH:8][cH:9][c:10](-[c:13]3[cH:14][c:15]4[n:16][cH:17][cH:18][c:19]([O:22][c:23]5[c:24]([F:32])[cH:25][c:26]([NH2:29])[cH:27][cH:28]5)[c:20]4[s:21]3)[n:11][cH:12]2)[O:3][CH2:4][CH2:5][CH2:6]1. The reactants are COC=1C=C(C=CC1)N (3-methoxy-phenylamine), BrCCCCBr (1,4-dibromo-butane), C(C)(C)N(CC)C(C)C (diisopropylethylamine). The solvent is C1(=CC=CC=C1)C (toluene). Yields the product COC=1C=C(C=CC1)N1CCCC1 (1-(3-Methoxy-phenyl)-pyrrolidine), oil. Yield: 92.0%. RXN SMILES: [CH3:1][O:2][C:3]1[CH:4]=[C:5]([NH2:9])[CH:6]=[CH:7][CH:8]=1.Br[CH2:11][CH2:12][CH2:13][CH2:14]Br.C(N(C(C)C)CC)(C)C>C1(C)C=CC=CC=1>[CH3:1][O:2][C:3]1[CH:4]=[C:5]([N:9]2[CH2:14][CH2:13][CH2:12][CH2:11]2)[CH:6]=[CH:7][CH:8]=1. Reported procedure: To a stirring solution of 3-methoxy-phenylamine (571 mg, 4.6 mmol) in anhydrous toluene (40 ml) was added 1,4-dibromo-butane (1.0 g, 4.6 mmol) and diisopropylethylamine (0.59 g, 4.6 mmol). The resulting solution was heated to reflux for 24 hours and then concentrated in vacuo. The crude material was purified by column chromatography over silica gel (silica gel 60, EM science, 5% EtOAc:hexanes) and the title compound was obtained as an oil (754 mg, 92%). MS(ES) m/e 178.4 ([M+H]+). The reactants are CSCC(CSC(C)=O)C(=O)O, [Cl-], [Na+], [Na+], O=C([O-])[O-], O, O=C(O)C1CCCN1, O=S(Cl)Cl. Yields the product CSCC(CSC(C)=O)C(=O)N1CCCC1C(=O)O. Reaction SMILES: [C:16]([CH3:17])(=[O:18])[S:19][CH2:20][CH:21]([C:22](=[O:23])[OH:24])[CH2:25][S:26][CH3:27].[Cl-:15].[Na+:10].[Na+:9].[O-:11][C:12](=[O:13])[O-:14].[OH2:32].[OH:1][C:2](=[O:3])[CH:4]1[CH2:5][CH2:6][CH2:7][NH:8]1.[S:28]([Cl:29])([Cl:30])=[O:31]>>[OH:1][C:2](=[O:3])[CH:4]1[CH2:5][CH2:6][CH2:7][N:8]1[C:22]([CH:21]([CH2:20][S:19][C:16]([CH3:17])=[O:18])[CH2:25][S:26][CH3:27])=[O:23]. Reaction conditions: time 18 hour. The yield is 63.7%. Solvent: ClCCl (dichloromethane), C(CCC)O (1-butanol). Starting materials: F[B-](F)(F)F.C(C)[O+](CC)CC (triethyloxonium tetrafluoroborate), ClC1=C(C=CC(=C1F)Cl)C(=O)N1CC(NCC1)=O (4-[(2,4-Dichloro-3-fluorophenyl)carbonyl]-2-piperazinone), CC1=NC(=NC=C1)C(NN)=N (4-Methyl-2-pyrimidine carboximidohydrazide). Yields the product ClC1=C(C=CC(=C1F)Cl)C(=O)N1CC=2N(CC1)C(=NN2)C2=NC=CC(=N2)C (7-[(2,4-dichloro-3-fluorophenyl)carbonyl]-3-(4-methyl-2-pyrimidinyl)-5,6,7,8-tetrahydro[1,2,4]triazolo[4,3-a]pyrazine). RXN SMILES: [Cl:1][C:2]1[C:7]([F:8])=[C:6]([Cl:9])[CH:5]=[CH:4][C:3]=1[C:10]([N:12]1[CH2:17][CH2:16][NH:15][C:14](=O)[CH2:13]1)=[O:11].F[B-](F)(F)F.C([O+](CC)CC)C.[CH3:31][C:32]1[CH:37]=[CH:36][N:35]=[C:34]([C:38](=N)[NH:39][NH2:40])[N:33]=1>ClCCl.C(O)CCC>[Cl:1][C:2]1[C:7]([F:8])=[C:6]([Cl:9])[CH:5]=[CH:4][C:3]=1[C:10]([N:12]1[CH2:17][CH2:16][N:15]2[C:38]([C:34]3[N:33]=[C:32]([CH3:31])[CH:37]=[CH:36][N:35]=3)=[N:39][N:40]=[C:14]2[CH2:13]1)=[O:11] |f:1.2|. Reported procedure: 4-[(2,4-Dichloro-3-fluorophenyl)carbonyl]-2-piperazinone (I37)(0.250 g, 0.859 mmol) was dissolved in dichloromethane (DCM) (2.147 ml) and triethyloxonium tetrafluoroborate (0.196 g, 1.031 mmol) was added. The solution was left to stir at room temperature under argon for 18 hours. 4-Methyl-2-pyrimidine carboximidohydrazide (I99) (0.156 g, 1.031 mmol) was dissolved in 1-butanol (2.147 ml) and this was added to the reaction mixture and this was left to stir under argon for a further 60 minutes. The...